Dataset: the Open Reaction Database (ORD), a public repository of structured organic reaction records. Task: describe an organic reaction: reactants, conditions, products, and yield Reactants: [Ag] (silver), C(CCCCCCCCCCC)S(=O)[O-].[Na+] (Sodium Dodecylsulfinate), [Na] (sodium), [N+](=O)([O-])[O-].[Ag+] (AgNO3), C(CCCCCCCCCCC)S(=O)[O-].[Na+] (sodium dodecylsulfinate), [Ag] (silver). Run in four, O (H2O), O (H2O). Product: C(CCCCCCCCCCC)S(=O)[O-].[Ag+] (Silver Dodecylsulfinate). RXN SMILES: [CH2:1]([S:13]([O-:15])=[O:14])[CH2:2][CH2:3][CH2:4][CH2:5][CH2:6][CH2:7][CH2:8][CH2:9][CH2:10][CH2:11][CH3:12].[Na+].[N+]([O-])([O-])=O.[Ag+:21].[Ag].[Na]>O>[CH2:1]([S:13]([O-:15])=[O:14])[CH2:2][CH2:3][CH2:4][CH2:5][CH2:6][CH2:7][CH2:8][CH2:9][CH2:10][CH2:11][CH3:12].[Ag+:21] |f:0.1,2.3,7.8,^1:22|. Reported procedure: Using the material from Example 2, 7 g of sodium dodecylsulfinate was dissolved in 300 ml H2O at 32° C. A silver solution was prepared by adding 7 ml of 3N AgNO3 to 200 ml H2O. With stirring between additions, the silver solution was added in four 50 ml portions to allow reaction to convert from the sodium salt to the silver salt. The reaction mixture at 32° C. gave a pH of 3.8 and a pAg of 6.3. The product was filtered, washed with four 100 ml portions of H2O, and dried. The reactants are C1(=CC=CC=C1)O (phenol), [H-].[Na+] (NaH), O (water), FC(C(=O)OCCCl)(F)F (2-chloroethyl trifluoroacetate). The solvent is CS(=O)C (DMSO), CS(=O)C (DMSO). The product is O(C1=CC=CC=C1)C1(OCCO1)C(F)(F)F (2-phenoxy-2-trifluoromethyl-1,3-dioxolane). Yield: 47.1%. RXN SMILES: [C:1]1([OH:7])[CH:6]=[CH:5][CH:4]=[CH:3][CH:2]=1.[H-].[Na+].[F:10][C:11]([F:19])([F:18])[C:12]([O:14][CH2:15][CH2:16]Cl)=[O:13].O>CS(C)=O>[O:7]([C:12]1([C:11]([F:19])([F:18])[F:10])[O:14][CH2:15][CH2:16][O:13]1)[C:1]1[CH:6]=[CH:5][CH:4]=[CH:3][CH:2]=1 |f:1.2|. Procedure: A solution of 23.5 g (0.25 mol) of phenol in 50 mL of DMSO was added dropwise to a stirred suspension of 12.0 g (0.25 mol) of 50% NaH in mineral oil in 100 mL of DMSO maintained at 15°-20° by cooling. After evolution of gas had slowed, cooling and stirring were continued while 44.3 g (0.25 mol) of 2-chloroethyl trifluoroacetate were added. The temperature of the reaction mixture was kept below 30° while the exotherm which occurred subsided, then the resulting mixture was stirred overnight, poure... Reactants: CCOC(=O)Cc1cncc(-c2ccc(F)cc2CN(CC)C(=O)C2CC2)c1, C1CCOC1, CO, [Li+], [OH-]. Yields the product CCN(Cc1cc(F)ccc1-c1cncc(CC(=O)O)c1)C(=O)C1CC1. Reaction SMILES: [CH2:1]([CH3:2])[O:3][C:4]([CH2:5][c:6]1[cH:7][n:8][cH:9][c:10](-[c:12]2[c:13]([CH2:19][N:20]([CH2:21][CH3:22])[C:23](=[O:24])[CH:25]3[CH2:26][CH2:27]3)[cH:14][c:15]([F:18])[cH:16][cH:17]2)[cH:11]1)=[O:28].[CH2:33]1[O:34][CH2:35][CH2:36][CH2:37]1.[CH3:31][OH:32].[Li+:30].[OH-:29]>>[O:3]=[C:4]([CH2:5][c:6]1[cH:7][n:8][cH:9][c:10](-[c:12]2[c:13]([CH2:19][N:20]([CH2:21][CH3:22])[C:23](=[O:24])[CH:25]3[CH2:26][CH2:27]3)[cH:14][c:15]([F:18])[cH:16][cH:17]2)[cH:11]1)[OH:28]. Reactants: BrC1=CC=C(C=C1)S(=O)(=O)Cl (4-bromobenzenesulfonyl chloride), NC=1C=NN(C1C)C (4-amino-1,5-dimethyl-1H-pyrazole), intermediate 1. Run in N1=CC=CC=C1 (pyridine). Yields the product BrC1=CC=C(C=C1)S(=O)(=O)NC=1C=NN(C1C)C (4-Bromo-N-(1,5-dimethyl-1H-pyrazol-4-yl)-benzenesulfonamide). The yield is 71.0%. As a reaction SMILES: [Br:1][C:2]1[CH:7]=[CH:6][C:5]([S:8](Cl)(=[O:10])=[O:9])=[CH:4][CH:3]=1.[NH2:12][C:13]1[CH:14]=[N:15][N:16]([CH3:19])[C:17]=1[CH3:18]>N1C=CC=CC=1>[Br:1][C:2]1[CH:7]=[CH:6][C:5]([S:8]([NH:12][C:13]2[CH:14]=[N:15][N:16]([CH3:19])[C:17]=2[CH3:18])(=[O:10])=[O:9])=[CH:4][CH:3]=1. Procedure: Prepared from 4-bromobenzenesulfonyl chloride (0.396 g, 1.55 mmol) and 4-amino-1,5-dimethyl-1H-pyrazole (0.172 g, 1.55 mmol) in pyridine (3 ml) according to the method of intermediate 1, to give the title compound as a yellow solid (0.362 g, 1.10 mmol, 71%). 5H (D-6 DMSO, 300K) 9.43 (1H, s), 7.80 (2H, d J 8.7 Hz), 7.58 (2H, d J 8.7 Hz), 3.63 (3H, s), 1.89 (3H, s). m/z (ES+, 70V) 332.0 (MH+). The reactants are [N+](=O)([O-])C1=CC=C(C=C1)CC(=O)O (4-nitrophenylacetic acid), C(C)O (ethanol), N1CCCCC1 (piperidine), C(CCCCCCC)C1=CC=C(C=S)C=C1 (4-n-octylthiobenzaldehyde). Conditions: temperature 120 celsius. Yields the product [N+](=O)([O-])C1=CC=C(C=C1)C=CC1=CC=C(C=C1)SCCCCCCCC (4-nitro-4'-octylthiostilbene). As a reaction SMILES: [N+:1]([C:4]1[CH:9]=[CH:8][C:7]([CH2:10][C:11](O)=O)=[CH:6][CH:5]=1)([O-:3])=[O:2].N1[CH2:19][CH2:18][CH2:17][CH2:16][CH2:15]1.[CH2:20]([C:28]1C=C[C:31]([CH:32]=[S:33])=[CH:30][CH:29]=1)[CH2:21][CH2:22]CCCCC.[CH2:36](O)C>>[N+:1]([C:4]1[CH:9]=[CH:8][C:7]([CH:10]=[CH:11][C:15]2[CH:36]=[CH:19][C:18]([S:33][CH2:32][CH2:31][CH2:30][CH2:29][CH2:28][CH2:20][CH2:21][CH3:22])=[CH:17][CH:16]=2)=[CH:6][CH:5]=1)([O-:3])=[O:2]. Procedure details: A one liter two-neck flask equipped with a mechanical stirrer is charged with 4-nitrophenylacetic acid (90.5 g, 0.5 mole). The stirring action is commenced, and piperidine (46 g, 0.55 mole) is added dropwise. Heat is applied to the flask, and when the reaction medium begins to turn pink, 4-n-octylthiobenzaldehyde (125 g, 0.5 mole) is added. The reaction mixture is heated at 120° C. for 7 hours. At the end of this period, the reaction mixture is poured into a two liter volume of cold ethanol. The...